This data is from the Open Reaction Database (ORD), a public repository of structured organic reaction records. The task is: describe an organic reaction: reactants, conditions, products, and yield Reactants: ClC=1C=C(C2=C(N=C(O2)C2=CC=CC=C2)C1)C(=O)OC (methyl 5-chloro-2-phenyl-benzoxazole-7-carboxylate), [OH-].[Li+] (lithium hydroxide). Yields the product ClC=1C=C(C2=C(N=C(O2)C2=CC=CC=C2)C1)C(=O)O (5-Chloro-2-phenylbenzoxazole-7-carboxylic acid). Isolated yield 82.0%. RXN SMILES: [Cl:1][C:2]1[CH:3]=[C:4]([C:17]([O:19]C)=[O:18])[C:5]2[O:9][C:8]([C:10]3[CH:15]=[CH:14][CH:13]=[CH:12][CH:11]=3)=[N:7][C:6]=2[CH:16]=1.[OH-].[Li+]>>[Cl:1][C:2]1[CH:3]=[C:4]([C:17]([OH:19])=[O:18])[C:5]2[O:9][C:8]([C:10]3[CH:15]=[CH:14][CH:13]=[CH:12][CH:11]=3)=[N:7][C:6]=2[CH:16]=1 |f:1.2|. Procedure: 5-Chloro-2-phenylbenzoxazole-7-carboxylic acid was prepared from methyl 5-chloro-2-phenyl-benzoxazole-7-carboxylate via lithium hydroxide mediated hydrolysis as described in Step B of Example 14. This material was obtained as a white solid in 82% yield. 1H NMR (300 MHz, DMSO-d6) δ 13.84 (br s, 1H), 8.22-8.19 (m, 3H), 7.85 (d, J=2.1 Hz, 1H), 7.70-7.63 (m, 3H), 4.07 (s, 3H); MS (ESI) m/z 274 [M+H]+. Reactants: C1CCOC1, CO, NS(=O)(=O)c1ccc(NN=C2C(=O)Nc3cccc(C=Cc4ccc(O)cc4)c32)cc1. Yields the product NS(=O)(=O)c1ccc(NN=C2C(=O)Nc3cccc(CCc4ccc(O)cc4)c32)cc1. RXN SMILES: [CH2:34]1[O:35][CH2:36][CH2:37][CH2:38]1.[CH3:32][OH:33].[OH:1][c:2]1[cH:3][cH:4][c:5]([CH:8]=[CH:9][c:10]2[c:11]3[c:15]([cH:16][cH:17][cH:18]2)[NH:14][C:13](=[O:19])[C:12]3=[N:20][NH:21][c:22]2[cH:23][cH:24][c:25]([S:28](=[O:29])(=[O:30])[NH2:31])[cH:26][cH:27]2)[cH:6][cH:7]1>>[OH:1][c:2]1[cH:3][cH:4][c:5]([CH2:8][CH2:9][c:10]2[c:11]3[c:15]([cH:16][cH:17][cH:18]2)[NH:14][C:13](=[O:19])[C:12]3=[N:20][NH:21][c:22]2[cH:23][cH:24][c:25]([S:28](=[O:29])(=[O:30])[NH2:31])[cH:26][cH:27]2)[cH:6][cH:7]1. The reactants are ClC(=O)OC(C)Cl (1-chloroethyl chloroformate), CCN(C(C)C)C(C)C (Hunig's base), C(C1=CC=CC=C1)N1C[C@@H]([C@H](C1)C1=CC(=C(C=C1)Cl)F)[C@H](C)OC1=NC=C(C=C1)Cl (2-{(S)-1-[(3R,4S)-1-benzyl-4-(4-chloro-3-fluoro-phenyl)-pyrrolidin-3-yl]-ethoxy}-5-chloro-pyridine). Solvent: C1(=CC=CC=C1)C (toluene). Conditions: temperature 100 celsius. Yields the product ClC=1C=CC(=NC1)O[C@@H](C)[C@H]1CNC[C@@H]1C1=CC(=C(C=C1)Cl)F (5-Chloro-2-{(S)-1-[(3R,4S)-4-(4-chloro-3-fluoro-phenyl)-pyrrolidin-3-yl]-ethoxy}-pyridine). Yield: 96.0%. Reaction SMILES: C([N:8]1[CH2:12][C@H:11]([C:13]2[CH:18]=[CH:17][C:16]([Cl:19])=[C:15]([F:20])[CH:14]=2)[C@@H:10]([C@@H:21]([O:23][C:24]2[CH:29]=[CH:28][C:27]([Cl:30])=[CH:26][N:25]=2)[CH3:22])[CH2:9]1)C1C=CC=CC=1.ClC(OC(Cl)C)=O.CCN(C(C)C)C(C)C>C1(C)C=CC=CC=1>[Cl:30][C:27]1[CH:28]=[CH:29][C:24]([O:23][C@H:21]([C@@H:10]2[C@@H:11]([C:13]3[CH:18]=[CH:17][C:16]([Cl:19])=[C:15]([F:20])[CH:14]=3)[CH2:12][NH:8][CH2:9]2)[CH3:22])=[N:25][CH:26]=1. Procedure: To a solution of 2-{(S)-1-[(3R,4S)-1-benzyl-4-(4-chloro-3-fluoro-phenyl)-pyrrolidin-3-yl]-ethoxy}-5-chloro-pyridine 98 mg (0.22 mmol) dissolved in toluene (5 mL) were added 0.072 mL (0.66 mmol) of 1-chloroethyl chloroformate and 0.11 mL (0.66 mL) of Hunig's base. The reaction mixture was heated at 100° C. for one hour. After cooling down to RT, volatiles were removed under vacuo and the crude was dissolved in MeOH (5 mL). The reaction mixture was heated at 85° C. for 30 minutes and after cooling... Reactants: C1(=CC=CC=C1)C=1C2=C(OCC1C=CCC(=O)O)C=CC=C2 (4-(4-phenyl-2H-3-benzo[b]pyranyl)but-3-en-1-oic acid), CSC1=NC(=CC(=C1N)SC)C (2,4-dimethylthio-6-methyl-3-pyridylamine). Product: CSC1=NC(=CC(=C1NC(CC=CC1=C(C2=C(OC1)C=CC=C2)C2=CC=CC=C2)=O)SC)C (N-[2,4-Dimethylthio-6-methyl-3-pyridyl]-4-(4-phenyl-2H-3-benzo[b]pyranyl)but-3-enamide). RXN SMILES: [C:1]1([C:7]2[C:8]3[CH:22]=[CH:21][CH:20]=[CH:19][C:9]=3[O:10][CH2:11][C:12]=2[CH:13]=[CH:14][CH2:15][C:16](O)=[O:17])[CH:6]=[CH:5][CH:4]=[CH:3][CH:2]=1.[CH3:23][S:24][C:25]1[C:30]([NH2:31])=[C:29]([S:32][CH3:33])[CH:28]=[C:27]([CH3:34])[N:26]=1>>[CH3:23][S:24][C:25]1[C:30]([NH:31][C:16](=[O:17])[CH2:15][CH:14]=[CH:13][C:12]2[CH2:11][O:10][C:9]3[CH:19]=[CH:20][CH:21]=[CH:22][C:8]=3[C:7]=2[C:1]2[CH:6]=[CH:5][CH:4]=[CH:3][CH:2]=2)=[C:29]([S:32][CH3:33])[CH:28]=[C:27]([CH3:34])[N:26]=1. Reported procedure: N-[2,4-Dimethylthio-6-methyl-3-pyridyl]-4-(4-phenyl-2H-3-benzo[b]pyranyl)but-3-enamide is prepared under the conditions of Example 1 from 4-(4-phenyl-2H-3-benzo[b]pyranyl)but-3-en-1-oic acid and 2,4-dimethylthio-6-methyl-3-pyridylamine.